From a dataset of the Open Reaction Database (ORD), a public repository of structured organic reaction records. describe an organic reaction: reactants, conditions, products, and yield The reactants are O=C1NC=CC(=C1OC=1C=C(C=C(C#N)C1)C#N)C(F)(F)F (5-{[2-oxo-4-(trifluoromethyl)-1,2-dihydropyridin-3-yl]oxy}isophthalonitrile), O (water), BrCC1=NN(C2=NC=CC=C21)C(=O)OC(C)(C)C (tert-butyl 3-(bromomethyl)-1H-pyrazolo[3,4-b]pyridine-1-carboxylate), C([O-])([O-])=O.[K+].[K+] (potassium carbonate). Solvent: CN(C=O)C (dimethylformamide). Reaction conditions: time 16 hour. The product is O=C1N(C=CC(=C1OC=1C=C(C=C(C#N)C1)C#N)C(F)(F)F)CC1=NNC2=NC=CC=C21 (5-{[2-oxo-1-(1H-pyrazolo[3,4-b]pyridine-3-ylmethyl)-4-(trifluoromethyl)-1,2-dihydropyridin-3-yl]oxy}isophthalonitrile). Reaction SMILES: [O:1]=[C:2]1[C:7]([O:8][C:9]2[CH:10]=[C:11]([C:17]#[N:18])[CH:12]=[C:13]([CH:16]=2)[C:14]#[N:15])=[C:6]([C:19]([F:22])([F:21])[F:20])[CH:5]=[CH:4][NH:3]1.Br[CH2:24][C:25]1[C:33]2[C:28](=[N:29][CH:30]=[CH:31][CH:32]=2)[N:27](C(OC(C)(C)C)=O)[N:26]=1.C(=O)([O-])[O-].[K+].[K+].O>CN(C)C=O>[O:1]=[C:2]1[C:7]([O:8][C:9]2[CH:10]=[C:11]([C:17]#[N:18])[CH:12]=[C:13]([CH:16]=2)[C:14]#[N:15])=[C:6]([C:19]([F:20])([F:22])[F:21])[CH:5]=[CH:4][N:3]1[CH2:24][C:25]1[C:33]2[C:28](=[N:29][CH:30]=[CH:31][CH:32]=2)[NH:27][N:26]=1 |f:2.3.4|. Reported procedure: 5-{[2-oxo-4-(trifluoromethyl)-1,2-dihydropyridin-3-yl]oxy}isophthalonitrile (0.076 g, 0.249 mmol), tert-butyl 3-(bromomethyl)-1H-pyrazolo[3,4-b]pyridine-1-carboxylate (0.078 g, 0.249 mmol) and potassium carbonate (0.034 g, 0.249 mmol) were combined and diluted with dimethylformamide (1 mL) and stirred at room temperature. After 16 hours, water (10 mL) was added and the mixture was extracted with ethyl acetate (2×25 mL). The combined organic extracts were washed with brine (3×25 mL), dried (MgSO4... Reactants: C1(CCCCC1)C1=CC=C(OC[C@@H]2CN=C(O2)N)C=C1 ((S)-5-(4-cyclohexyl-phenoxymethyl)-4,5-dihydro-oxazol-2-ylamine), C1(=CC=CC=C1)C#CC(=O)OCC (ethyl phenylpropiolate). The product is C1(CCCCC1)C1=CC=C(OC[C@@H]2CN3C(=NC(C=C3C3=CC=CC=C3)=O)O2)C=C1 ((S)-2-(4-Cyclohexyl-phenoxymethyl)-5-phenyl-2,3-dihydro-oxazolo[3,2-a]pyrimidin-7-one). As a reaction SMILES: [CH:1]1([C:7]2[CH:20]=[CH:19][C:10]([O:11][CH2:12][C@H:13]3[O:17][C:16]([NH2:18])=[N:15][CH2:14]3)=[CH:9][CH:8]=2)[CH2:6][CH2:5][CH2:4][CH2:3][CH2:2]1.[C:21]1([C:27]#[C:28][C:29](OCC)=[O:30])[CH:26]=[CH:25][CH:24]=[CH:23][CH:22]=1>CS(C)=O>[CH:1]1([C:7]2[CH:20]=[CH:19][C:10]([O:11][CH2:12][C@H:13]3[O:17][C:16]4=[N:18][C:29](=[O:30])[CH:28]=[C:27]([C:21]5[CH:26]=[CH:25][CH:24]=[CH:23][CH:22]=5)[N:15]4[CH2:14]3)=[CH:9][CH:8]=2)[CH2:2][CH2:3][CH2:4][CH2:5][CH2:6]1. Procedure: The title compound was prepared from (S)-5-(4-cyclohexyl-phenoxymethyl)-4,5-dihydro-oxazol-2-ylamine and ethyl phenylpropiolate employing the procedure described in Example 76. [α]D25 +100.26 (c 0.507, DMSO). The solvent is CS(=O)C (DMSO).